From a dataset of the Open Reaction Database (ORD), a public repository of structured organic reaction records. describe an organic reaction: reactants, conditions, products, and yield The reactants are CC(C)(C)OC(=O)NC(CO)Cc1ccccc1, [K+], [OH-], Cc1ccc(S(=O)(=O)Cl)cc1, c1ccncc1. Product: Cc1ccc(S(=O)(=O)OCC(Cc2ccccc2)NC(=O)OC(C)(C)C)cc1. As a reaction SMILES: [C:1]([CH3:2])([CH3:3])([CH3:4])[O:5][C:6]([NH:7][CH:8]([CH2:9][OH:10])[CH2:11][c:12]1[cH:13][cH:14][cH:15][cH:16][cH:17]1)=[O:18].[K+:20].[OH-:19].[S:21](=[O:22])(=[O:23])([c:24]1[cH:25][cH:26][c:27]([CH3:28])[cH:29][cH:30]1)[Cl:31].[cH:32]1[cH:33][cH:34][n:35][cH:36][cH:37]1>>[C:1]([CH3:2])([CH3:3])([CH3:4])[O:5][C:6]([NH:7][CH:8]([CH2:9][O:10][S:21](=[O:22])(=[O:23])[c:24]1[cH:25][cH:26][c:27]([CH3:28])[cH:29][cH:30]1)[CH2:11][c:12]1[cH:13][cH:14][cH:15][cH:16][cH:17]1)=[O:18]. Reactants: O.[O-]P(=O)([O-])[O-].[K+].[K+].[K+] (potassium phosphate tribasic monohydrate), ClC1=NC=CC2=CC=CC=C12 (1-chloroisoquinoline), COC=1C=C(C=CC1)B(O)O ((3-methoxyphenyl)boronic acid), Tris(dibenzylideneacetone)palladium(0), C1(CCCCC1)P(C1=C(C=CC=C1)C1=C(C=CC=C1OC)OC)C1CCCCC1 (2-dicyclohexylphosphino-2′,6′-dimethoxybiphenyl). Solvent: O (water), C1(=CC=CC=C1)C (toluene). Yields the product COC=1C=C(C=CC1)C1=NC=CC2=CC=CC=C12 (1-(3-methoxyphenyl)isoquinoline). As a reaction SMILES: Cl[C:2]1[C:11]2[C:6](=[CH:7][CH:8]=[CH:9][CH:10]=2)[CH:5]=[CH:4][N:3]=1.[CH3:12][O:13][C:14]1[CH:15]=[C:16](B(O)O)[CH:17]=[CH:18][CH:19]=1.C1(P(C2CCCCC2)C2C=CC=CC=2C2C(OC)=CC=CC=2OC)CCCCC1.O.[O-]P([O-])([O-])=O.[K+].[K+].[K+]>O.C1(C)C=CC=CC=1>[CH3:12][O:13][C:14]1[CH:19]=[C:18]([C:2]2[C:11]3[C:6](=[CH:7][CH:8]=[CH:9][CH:10]=3)[CH:5]=[CH:4][N:3]=2)[CH:17]=[CH:16][CH:15]=1 |f:3.4.5.6.7|. Procedure details: 1-chloroisoquinoline (7 g, 42.8 mmol), (3-methoxyphenyl)boronic acid (8.78 g, 57.8 mmol), Tris(dibenzylideneacetone)palladium(0) (0.783 g, 0.856 mmol) and 2-dicyclohexylphosphino-2′,6′-dimethoxybiphenyl (S-Phos) (1.403 g, 3.42 mmol) were charged into the reaction vessel with 250 mL of toluene. Lastly, potassium phosphate tribasic monohydrate (29.5 g, 128 mmol) was dissolved in 60 mL of water and was charged into the reaction mixture. The reaction was degassed with nitrogen gas then was heated to...